From a dataset of the Open Reaction Database (ORD), a public repository of structured organic reaction records. describe an organic reaction: reactants, conditions, products, and yield The reactants are NC(C(=O)N)C#N (2-amino-2-cyanoacetamide), COC(OC)OC (trimethylorthoformate), C(CC)N (n-Propylamine). Solvent: C(C)#N (acetonitrile). Conditions: time 36 hour. Yields the product NC1=C(N=CN1CCC)C(=O)N (5-Amino-1-n-propylimidazole-4-carboxamide). Yield: 61.1%. RXN SMILES: [NH2:1][CH:2]([C:6]#[N:7])[C:3]([NH2:5])=[O:4].[CH3:8]OC(OC)OC.[CH2:15]([NH2:18])[CH2:16][CH3:17]>C(#N)C>[NH2:7][C:6]1[N:18]([CH2:15][CH2:16][CH3:17])[CH:8]=[N:1][C:2]=1[C:3]([NH2:5])=[O:4]. Procedure: A mixture of 2-amino-2-cyanoacetamide (2.8 g, 0.0282 mol), trimethylorthoformate (3.4 g, 0.0321 mol) and acetonitrile (55 ml) was heated under reflux for 0.75 hour, then allowed to cool. n-Propylamine (1.8 g, 0.0305 mol) was then added dropwise, and the resulting mixture stirred at ambient temperature for 36 hours. The solid which precipitated was collected by filtration and crystallised from methanol to give the title compound as a colourless solid (2.9 g, 61%), m.p. 241°-243° C. Found: C,49.67... Starting materials: N(=[N+]=[N-])C1=C(C=C(C(=C1)Cl)OC)OC (1-Azido-5-chloro-2,4-dimethoxy-benzene), COC(CC(=O)C1=CC=C(C=C1)F)=O (3-(4-Fluoro-phenyl)-3-oxo-propionic acid methyl ester), [O-]CC.[Na+] (sodium ethoxide). The solvent is CCO (EtOH). The product is ClC=1C(=CC(=C(C1)N1N=NC(=C1C1=CC=C(C=C1)F)C(=O)O)OC)OC (1-(5-Chloro-2,4-dimethoxy-phenyl)-5-(4-fluoro-phenyl)-1H-[1,2,3]triazole-4-carboxylic acid). RXN SMILES: [N:1]([C:4]1[CH:9]=[C:8]([Cl:10])[C:7]([O:11][CH3:12])=[CH:6][C:5]=1[O:13][CH3:14])=[N+:2]=[N-:3].C[O:16][C:17](=[O:28])[CH2:18][C:19]([C:21]1[CH:26]=[CH:25][C:24]([F:27])=[CH:23][CH:22]=1)=O.[O-]CC.[Na+]>CCO>[Cl:10][C:8]1[C:7]([O:11][CH3:12])=[CH:6][C:5]([O:13][CH3:14])=[C:4]([N:1]2[C:19]([C:21]3[CH:22]=[CH:23][C:24]([F:27])=[CH:25][CH:26]=3)=[C:18]([C:17]([OH:28])=[O:16])[N:3]=[N:2]2)[CH:9]=1 |f:2.3|. Procedure details: 1-Azido-5-chloro-2,4-dimethoxy-benzene (0.4 g, 1.9 mmol), 3-(4-Fluoro-phenyl)-3-oxo-propionic acid methyl ester (0.42 g, 2.2 mmol) and sodium ethoxide in EtOH (70 mg of sodium in 15 mL EtOH) were refluxed for 3 hours. During the reaction, the solution turned brown from dark green. After that, EtOH was evaporated off and the resulting oil was dried in vacuum. Trituration with ether (15 mL) gave light brown solids, which were removed by filtration and washed with ether. The solids then re-dissolve...